This data is from the Open Reaction Database (ORD), a public repository of structured organic reaction records. The task is: describe an organic reaction: reactants, conditions, products, and yield Reactants: CC(=O)c1ccc(Br)cc1, C1CCOC1, CC(C)[N-]C(C)C, O=C(C1CC1)n1nnc2ccccc21, [Li+], O. The product is O=C(CC(=O)C1CC1)c1ccc(Br)cc1. RXN SMILES: [Br:9][c:10]1[cH:11][cH:12][c:13]([C:16]([CH3:17])=[O:18])[cH:14][cH:15]1.[CH2:34]1[O:35][CH2:36][CH2:37][CH2:38]1.[CH3:2][CH:3]([N-:4][CH:5]([CH3:6])[CH3:7])[CH3:8].[CH:19]1([C:22](=[O:23])[n:24]2[c:25]3[cH:26][cH:27][cH:28][cH:29][c:30]3[n:31][n:32]2)[CH2:20][CH2:21]1.[Li+:1].[OH2:33]>>[Br:9][c:10]1[cH:11][cH:12][c:13]([C:16]([CH2:17][C:22]([CH:19]2[CH2:20][CH2:21]2)=[O:23])=[O:18])[cH:14][cH:15]1. Reactants: CO, CC(C)(C)OC(=O)N1CCOc2c(cccc2C2(O)CCC2)C1. Product: CC(C)(C)OC(=O)N1CCOc2c(cccc2C2CCC2)C1. RXN SMILES: [CH3:24][OH:25].[OH:1][C:2]1([c:6]2[cH:7][cH:8][cH:9][c:10]3[c:16]2[O:15][CH2:14][CH2:13][N:12]([C:17](=[O:18])[O:19][C:20]([CH3:21])([CH3:22])[CH3:23])[CH2:11]3)[CH2:3][CH2:4][CH2:5]1>>[CH:2]1([c:6]2[cH:7][cH:8][cH:9][c:10]3[c:16]2[O:15][CH2:14][CH2:13][N:12]([C:17](=[O:18])[O:19][C:20]([CH3:21])([CH3:22])[CH3:23])[CH2:11]3)[CH2:3][CH2:4][CH2:5]1. Reactants: C([O-])([O-])=O.[Cs+].[Cs+] (cesium carbonate), COCCBr (2-bromoethyl methyl ether), C(C)(C)(C)OC(=O)N1CCN(CC1)C(=O)C1=C(N(C2=CC(=CC=C12)O)C1=CC=CC=C1)OC1=C(C=CC=C1)C (4-[6-Hydroxy-1-phenyl-2-(2-methyl-phenoxy)-1H-indole-3-carbonyl]-piperazine-1-carboxylic acid tert-butyl ester). The solvent is O (water), CN(C)C=O (DMF). Conditions: temperature 50 celsius, time 3 hour. Product: C(C)(C)(C)OC(=O)N1CCN(CC1)C(=O)C1=C(N(C2=CC(=CC=C12)OCCOC)C1=CC=CC=C1)OC1=C(C=CC=C1)C (4-[6-(2-Methoxy-ethoxy)-1-phenyl-2-(2-methyl-phenoxy)-1H-indole-3-carbonyl]-piperazine-1-carboxylic acid tert-butyl ester). Yield: 86.1%. Reaction SMILES: [C:1]([O:5][C:6]([N:8]1[CH2:13][CH2:12][N:11]([C:14]([C:16]2[C:24]3[C:19](=[CH:20][C:21]([OH:25])=[CH:22][CH:23]=3)[N:18]([C:26]3[CH:31]=[CH:30][CH:29]=[CH:28][CH:27]=3)[C:17]=2[O:32][C:33]2[CH:38]=[CH:37][CH:36]=[CH:35][C:34]=2[CH3:39])=[O:15])[CH2:10][CH2:9]1)=[O:7])([CH3:4])([CH3:3])[CH3:2].C(=O)([O-])[O-].[Cs+].[Cs+].[CH3:46][O:47][CH2:48][CH2:49]Br>CN(C=O)C.O>[C:1]([O:5][C:6]([N:8]1[CH2:9][CH2:10][N:11]([C:14]([C:16]2[C:24]3[C:19](=[CH:20][C:21]([O:25][CH2:49][CH2:48][O:47][CH3:46])=[CH:22][CH:23]=3)[N:18]([C:26]3[CH:27]=[CH:28][CH:29]=[CH:30][CH:31]=3)[C:17]=2[O:32][C:33]2[CH:38]=[CH:37][CH:36]=[CH:35][C:34]=2[CH3:39])=[O:15])[CH2:12][CH2:13]1)=[O:7])([CH3:4])([CH3:3])[CH3:2] |f:1.2.3|. Procedure: The compound of example 8 (63.0 mg, 119 μmol) was dissolved in DMF, and cesium carbonate (116 mg, 358 μmol) and 2-bromoethyl methyl ether (13.5 μl, 143 μmol) were added. The reaction mixture was stirred at 50° C. for 3 h. The cooled mixture was diluted with water and extracted with EA. The organic layer was dried over sodium sulfate, filtered and evaporated under reduced pressure. The residue was purified by silica gel chromatography (EA/HEP). 60.0 mg of the title compound were obtained. Reactants: Cl.ClC=1C=C2C=C(NC2=CC1)C(=O)N[C@H]1[C@H](CCCC1)NC(=O)C1=CC=2CNCCC2S1 ((±)-cis-N1-[(5-Chloroindol-2-yl)carbonyl]-N2-[(4,5,6,7-tetrahydrothieno[3,2-c]pyridin-2-yl)carbonyl]-1,2-cyclohexanediamine hydrochloride), C=O (formaldehyde), C(C)(=O)O[BH-](OC(C)=O)OC(C)=O.[Na+] (sodium triacetoxyborohydride), aqueous solution, [OH-].[Na+] (sodium hydroxide). The solvent is C(C)(=O)O (acetic acid), C(C)N(CC)CC (triethylamine), O (water), Cl (hydrochloric acid), ClCCl (dichloromethane). Reaction conditions: time 10 minute. The product is Cl.ClC=1C=C2C=C(NC2=CC1)C(=O)N[C@H]1[C@H](CCCC1)NC(=O)C1=CC=2CN(CCC2S1)C ((±)-cis-N1-[(5-Chloroindol-2-yl)carbonyl]-N2-[(5-methyl-4,5,6,7-tetrahydrothieno[3,2-c]pyridin-2-yl)carbonyl]-1,2-cyclohexanediamine hydrochloride). The yield is 96.7%. Reaction SMILES: Cl.[Cl:2][C:3]1[CH:4]=[C:5]2[C:9](=[CH:10][CH:11]=1)[NH:8][C:7]([C:12]([NH:14][C@@H:15]1[CH2:20][CH2:19][CH2:18][CH2:17][C@@H:16]1[NH:21][C:22]([C:24]1[S:32][C:31]3[CH2:30][CH2:29][NH:28][CH2:27][C:26]=3[CH:25]=1)=[O:23])=[O:13])=[CH:6]2.C=O.[C:35](O[BH-](OC(=O)C)OC(=O)C)(=O)C.[Na+].[OH-].[Na+]>ClCCl.Cl.O.C(O)(=O)C.C(N(CC)CC)C>[ClH:2].[Cl:2][C:3]1[CH:4]=[C:5]2[C:9](=[CH:10][CH:11]=1)[NH:8][C:7]([C:12]([NH:14][C@@H:15]1[CH2:20][CH2:19][CH2:18][CH2:17][C@@H:16]1[NH:21][C:22]([C:24]1[S:32][C:31]3[CH2:30][CH2:29][N:28]([CH3:35])[CH2:27][C:26]=3[CH:25]=1)=[O:23])=[O:13])=[CH:6]2 |f:0.1,3.4,5.6,12.13|. Procedure details: (±)-cis-N1-[(5-Chloroindol-2-yl)carbonyl]-N2-[(4,5,6,7-tetrahydrothieno[3,2-c]pyridin-2-yl)carbonyl]-1,2-cyclohexanediamine hydrochloride (171 mg) was suspended in dichloromethane (10 ml), and triethylamine (0.104 ml) was added to stir the mixture at room temperature for 10 minutes. After acetic acid (0.059 ml) was added to the reaction mixture, a 35% aqueous formaldehyde solution (0.070 ml) and sodium triacetoxyborohydride (118 mg) were added, and the mixture was stirred at room temperature for... The reactants are CCCCCCCOc1ccc2cc(C(=O)O)ccc2c1, O=S(Cl)Cl. Product: CCCCCCCOc1ccc2cc(C(=O)Cl)ccc2c1. As a reaction SMILES: [CH2:1]([CH2:2][CH2:3][CH2:4][CH2:5][CH2:6][CH3:7])[O:8][c:9]1[cH:10][c:11]2[cH:12][cH:13][c:14]([C:19](=[O:20])[OH:21])[cH:15][c:16]2[cH:17][cH:18]1.[S:22]([Cl:23])([Cl:24])=[O:25]>>[CH2:1]([CH2:2][CH2:3][CH2:4][CH2:5][CH2:6][CH3:7])[O:8][c:9]1[cH:10][c:11]2[cH:12][cH:13][c:14]([C:19](=[O:21])[Cl:24])[cH:15][c:16]2[cH:17][cH:18]1.